This data is from the Open Reaction Database (ORD), a public repository of structured organic reaction records. The task is: describe an organic reaction: reactants, conditions, products, and yield Reactants: CC1=NC(=CC(=C1)C=1C(=CC2=C3N([C@H](CSC31)C)C=C(C2=O)C(=O)O)F)C ((S)-10-(2,6-Dimethyl-4-pyridinyl)-9-fluoro-3-methyl-7-oxo-2,3-dihydro-7H-pyrido[1,2,3-de][1,4]benzothiazine-6-carboxylic acid), S(=O)(=O)(O)[O-].[K+] (potassium hydrogen sulfate), S(=O)(=O)([O-])[O-].[K+].[K+] (potassium sulfate), mixture, S(=O)(=O)([O-])OOS(=O)(=O)[O-].[K+].[K+] (potassium monopersulfate). The solvent is C(CC)(=O)O (propionic acid). The product is CC1=NC(=CC(=C1)C=1C(=CC2=C3N(C(C[S@@](C31)=O)C)C=C(C2=O)C(=O)O)F)C ((S)-10-(2,6-Dimethyl-4-pyridinyl)-9-fluoro-3-methyl-7-oxo-2,3-dihydro-7H-pyrido[1,2,3-de][1,4]benzothiazine-6-carboxylic acid 1-oxide). The yield is 30.0%. Reaction SMILES: [CH3:1][C:2]1[CH:7]=[C:6]([C:8]2[C:9]([F:26])=[CH:10][C:11]3[C:21](=[O:22])[C:20]([C:23]([OH:25])=[O:24])=[CH:19][N:13]4[C@@H:14]([CH3:18])[CH2:15][S:16][C:17]=2[C:12]=34)[CH:5]=[C:4]([CH3:27])[N:3]=1.S(OOS([O-])(=O)=O)([O-])(=O)=[O:29].[K+].[K+].S([O-])(O)(=O)=O.[K+].S([O-])([O-])(=O)=O.[K+].[K+]>C(O)(=O)CC>[CH3:27][C:4]1[CH:5]=[C:6]([C:8]2[C:9]([F:26])=[CH:10][C:11]3[C:21](=[O:22])[C:20]([C:23]([OH:25])=[O:24])=[CH:19][N:13]4[CH:14]([CH3:18])[CH2:15][S@:16](=[O:29])[C:17]=2[C:12]=34)[CH:7]=[C:2]([CH3:1])[N:3]=1 |f:1.2.3,4.5,6.7.8|. Procedure details: (S)-10-(2,6-Dimethyl-4-pyridinyl)-9-fluoro-3-methyl-7-oxo-2,3-dihydro-7H-pyrido[1,2,3-de][1,4]benzothiazine-6-carboxylic acid (U.S. Pat. No. 4,839,355, Example 7f) (192 mg) and 153.7 mg of a mixture of potassium monopersulfate, potassium hydrogen sulfate and potassium sulfate (mole ratio 2:1:1) (Oxone®) (0.5 mM of potassium monopersulfate) in 20 ml of aqueous propionic acid (20% water) were combined at 0° C. with stirring. The mixture was allowed to come to room temperature, stirred for 4 hours ... The product is CC(C)(C)c1nn(CC(C#N)(C#N)CCC(F)(F)F)cc1Cl. As a reaction SMILES: [C:25](=[O:26])([O-:27])[O-:28].[CH3:32][N:33]([CH3:34])[CH:35]=[O:36].[Cl:2][c:3]1[c:4]([C:10]([CH3:11])([CH3:12])[CH3:13])[n:5][n:6]([CH2:8][Cl:9])[cH:7]1.[ClH:1].[F:14][C:15]([CH2:16][CH2:17][CH:18]([C:19]#[N:20])[C:21]#[N:22])([F:23])[F:24].[K+:29].[K+:30].[OH2:31]>>[Cl:2][c:3]1[c:4]([C:10]([CH3:11])([CH3:12])[CH3:13])[n:5][n:6]([CH2:8][C:18]([CH2:17][CH2:16][C:15]([F:14])([F:23])[F:24])([C:19]#[N:20])[C:21]#[N:22])[cH:7]1. Starting materials: O=C([O-])[O-], CN(C)C=O, CC(C)(C)c1nn(CCl)cc1Cl, Cl, N#CC(C#N)CCC(F)(F)F, [K+], [K+], O. Reactants: BrC1=CC=C(S1)CNS(=O)(=O)C1=C(C=CC=C1)C(F)(F)F (N-(5-bromo-thiophen-2-ylmethyl)-2-trifluoromethyl-benzenesulfonamide), CS(=O)(=O)C=1C=C(C=CC1)B(O)O ((3-methylsulfonylphenyl)-boronic acid), C(=O)([O-])[O-].[Na+].[Na+] (Na2CO3). Reagents/catalysts: C1=CC=C(C=C1)P([C-]2C=CC=C2)C3=CC=CC=C3.C1=CC=C(C=C1)P([C-]2C=CC=C2)C3=CC=CC=C3.Cl[Pd]Cl.[Fe+2].ClCCl (dichloro[1,1′-bis(diphenylphosphino)ferrocene]palladium dichloromethane). Run in O1CCOCC1.O (dioxane water). Yields the product CS(=O)(=O)C=1C=C(C=CC1)C1=CC=C(S1)CNS(=O)(=O)C1=C(C=CC=C1)C(F)(F)F (N-[5-(3-methanesulfonyl-phenyl)-thiophen-2-ylmethyl]-2-trifluoromethyl-benzenesulfonamide). As a reaction SMILES: Br[C:2]1[S:6][C:5]([CH2:7][NH:8][S:9]([C:12]2[CH:17]=[CH:16][CH:15]=[CH:14][C:13]=2[C:18]([F:21])([F:20])[F:19])(=[O:11])=[O:10])=[CH:4][CH:3]=1.[CH3:22][S:23]([C:26]1[CH:27]=[C:28](B(O)O)[CH:29]=[CH:30][CH:31]=1)(=[O:25])=[O:24].C([O-])([O-])=O.[Na+].[Na+]>O1CCOCC1.O.C1C=CC(P(C2C=CC=CC=2)[C-]2C=CC=C2)=CC=1.C1C=CC(P(C2C=CC=CC=2)[C-]2C=CC=C2)=CC=1.Cl[Pd]Cl.[Fe+2].ClCCl>[CH3:22][S:23]([C:26]1[CH:31]=[C:30]([C:2]2[S:6][C:5]([CH2:7][NH:8][S:9]([C:12]3[CH:17]=[CH:16][CH:15]=[CH:14][C:13]=3[C:18]([F:21])([F:20])[F:19])(=[O:11])=[O:10])=[CH:4][CH:3]=2)[CH:29]=[CH:28][CH:27]=1)(=[O:25])=[O:24] |f:2.3.4,5.6,7.8.9.10.11|. Procedure: In analogy to example 1, step 3, N-(5-bromo-thiophen-2-ylmethyl)-2-trifluoromethyl-benzenesulfonamide (example 1, step 1) was reacted with (3-methylsulfonylphenyl)-boronic acid, Na2CO3 and dichloro[1,1′-bis(diphenylphosphino)ferrocene]palladium dichloromethane adduct in dioxane/water to give N-[5-(3-methanesulfonyl-phenyl)-thiophen-2-ylmethyl]-2-trifluoromethyl-benzenesulfonamide as a light yellow solid. MS: 492.9 ([M+NH4]+)